From a dataset of the Open Reaction Database (ORD), a public repository of structured organic reaction records. describe an organic reaction: reactants, conditions, products, and yield The reactants are CNS(=O)(=O)c1ccc2c(c1)CC(=O)N2, COCCOc1cc2ncnc(Cl)c2cc1OC, [H-], [Na+], CN(C)C=O. Product: CNS(=O)(=O)c1ccc2c(c1)C(c1ncnc3cc(OCCOC)c(OC)cc13)C(=O)N2, Cl. RXN SMILES: [CH3:1][NH:2][S:3](=[O:4])(=[O:5])[c:6]1[cH:7][c:8]2[c:12]([cH:13][cH:14]1)[NH:11][C:10](=[O:15])[CH2:9]2.[Cl:18][c:19]1[n:20][cH:21][n:22][c:23]2[cH:24][c:25]([O:31][CH2:32][CH2:33][O:34][CH3:35])[c:26]([O:29][CH3:30])[cH:27][c:28]12.[H-:16].[Na+:17].[O:36]=[CH:37][N:38]([CH3:39])[CH3:40]>>[CH3:1][NH:2][S:3](=[O:4])(=[O:5])[c:6]1[cH:7][c:8]2[c:12]([cH:13][cH:14]1)[NH:11][C:10](=[O:15])[CH:9]2[c:19]1[n:20][cH:21][n:22][c:23]2[cH:24][c:25]([O:31][CH2:32][CH2:33][O:34][CH3:35])[c:26]([O:29][CH3:30])[cH:27][c:28]12.[ClH:18]. Starting materials: BrC1=CC=CC(=N1)N1CCC(CCC1)NCCCO (3-[1-(6-bromopyridin-2-yl)azepan-4-ylamino]propan-1-ol), CC1(OB(OC1(C)C)C1=CC=2C(CCC(C2C=C1)(C)C)(C)C)C (4,4,5,5-tetramethyl-2-(5,5,8,8-tetramethyl-5,6,7,8-tetrahydronaphthalen-2-yl)-1,3,2-dioxaborolane). Product: CC1(C=2C=CC(=CC2C(CC1)(C)C)C1=CC=CC(=N1)N1CCC(CCC1)NCCCO)C (3-{1-[6-(5,5,8,8-tetramethyl-5,6,7,8-tetrahydronaphthalen-2-yl)pyridin-2-yl]azepan-4-ylamino}propan-1-ol). RXN SMILES: Br[C:2]1[N:7]=[C:6]([N:8]2[CH2:14][CH2:13][CH2:12][CH:11]([NH:15][CH2:16][CH2:17][CH2:18][OH:19])[CH2:10][CH2:9]2)[CH:5]=[CH:4][CH:3]=1.CC1(C)C(C)(C)OB([C:28]2[CH:37]=[CH:36][C:35]3[C:34]([CH3:39])([CH3:38])[CH2:33][CH2:32][C:31]([CH3:41])([CH3:40])[C:30]=3[CH:29]=2)O1>>[CH3:38][C:34]1([CH3:39])[CH2:33][CH2:32][C:31]([CH3:41])([CH3:40])[C:30]2[CH:29]=[C:28]([C:2]3[N:7]=[C:6]([N:8]4[CH2:14][CH2:13][CH2:12][CH:11]([NH:15][CH2:16][CH2:17][CH2:18][OH:19])[CH2:10][CH2:9]4)[CH:5]=[CH:4][CH:3]=3)[CH:37]=[CH:36][C:35]1=2. Procedure details: The preparation is carried out analogously to FS102 starting from 107 mg (0.323 mmol) of 3-[1-(6-bromopyridin-2-yl)azepan-4-ylamino]propan-1-ol and 123 mg (0.356 mmol) of 4,4,5,5-tetramethyl-2-(5,5,8,8-tetramethyl-5,6,7,8-tetrahydronaphthalen-2-yl)-1,3,2-dioxaborolane. The crude product is purified by means of RP flash chromatography on C18 silica gel. The product is in the form of the hydrochloride. Product: O(C1=CC=CC=C1)C=1C=C(OC2=C(C=CC=C2)CC(=O)OC)C=CC1 (Methyl 2-(3-phenoxyphenoxy)phenylacetate). Reactants: CO/C=C(/C(=O)OC)\C1=C(C=CC=C1)OC1=CC(=CC=C1)OC1=CC=CC=C1 ((E)-methyl 3-methoxy-2-[2-(3-phenoxyphenoxy) phenyl]propenoate), O(C1=CC=CC=C1)C=1C=C(C=CC1)O (3-phenoxyphenol), BrC1=C(C=O)C=CC=C1 (2-bromobenzaldehyde), [H-].[Na+] (sodium hydride), S(=O)(=O)(OC)OC (dimethyl sulphate), OC=1C=C(OC2=C(C=CC=C2)/C(/C(=O)OC)=C\OC)C=CC1 ((E)-methyl 2-[2-(3-hydroxyphenoxy)phenyl]-3-methoxypropenoate), [H-].[Na+] (sodium hydride), C([O-])([O-])=O.[K+].[K+] (potassium carbonate), COC=1C=C(OC2=C(C=CC=C2)CC(=O)OC)C=CC1 (methyl 2-(3-methoxyphenoxy)phenylacetate), C(=O)OC (methyl formate). RXN SMILES: [O:1]([C:8]1[CH:9]=[C:10]([OH:14])[CH:11]=[CH:12][CH:13]=1)[C:2]1[CH:7]=[CH:6][CH:5]=[CH:4][CH:3]=1.BrC1C=CC=CC=1C=O.COC1C=C(C=CC=1)O[C:30]1[CH:35]=[CH:34][CH:33]=[CH:32][C:31]=1[CH2:36][C:37]([O:39][CH3:40])=[O:38].CO/C=C(\C1C=CC=CC=1OC1C=CC=C(OC2C=CC=CC=2)C=1)/C(OC)=O.[H-].[Na+].C(OC)=O.C(=O)([O-])[O-].[K+].[K+].S(OC)(OC)(=O)=O.OC1C=C(C=CC=1)OC1C=CC=CC=1/C(=C\OC)/C(OC)=O>>[O:1]([C:8]1[CH:9]=[C:10]([CH:11]=[CH:12][CH:13]=1)[O:14][C:30]1[CH:35]=[CH:34][CH:33]=[CH:32][C:31]=1[CH2:36][C:37]([O:39][CH3:40])=[O:38])[C:2]1[CH:3]=[CH:4][CH:5]=[CH:6][CH:7]=1 |f:4.5,7.8.9|. Reported procedure: Methyl 2-(3-phenoxyphenoxy)phenylacetate was prepared from 3-phenoxyphenol and 2-bromobenzaldehyde by the steps described in Example 1 for the preparation of methyl 2-(3-methoxyphenoxy)phenylacetate. This was the converted into (E)-methyl 3-methoxy-2-[2-(3-phenoxyphenoxy) phenyl]propenoate [1H n.m.r (250 MHz) 3.61 (3H, s), 3.78 (3H, s), 6.68-7.35 (13H, m), 7.48 (1H, s) ppm] using sodium hydride and methyl formate, and then potassium carbonate and dimethyl sulphate, using the procedure described ...